From a dataset of the Open Reaction Database (ORD), a public repository of structured organic reaction records. describe an organic reaction: reactants, conditions, products, and yield Starting materials: [OH-].[Na+] (Sodium hydroxide), ClC1=CC=C(C=C1)C1=CC=C(N1OC)C(=O)OCC (ethyl 5-(p-chlorophenyl)-1-methoxypyrrole-2-carboxylate), C(C)O (ethanol). Reaction SMILES: [OH-:1].[Na+].[Cl:3][C:4]1[CH:9]=[CH:8][C:7]([C:10]2[N:14]([O:15][CH3:16])[C:13](C(OCC)=O)=[CH:12][CH:11]=2)=[CH:6][CH:5]=1.[CH2:22]([OH:24])C>O>[Cl:3][C:4]1[CH:5]=[CH:6][C:7]([C:10]2[N:14]([O:15][CH3:16])[CH:13]=[C:12]([C:22]([OH:24])=[O:1])[CH:11]=2)=[CH:8][CH:9]=1 |f:0.1|. The product is ClC1=CC=C(C=C1)C1=CC(=CN1OC)C(=O)O (5-(p-Chlorophenyl)-1-methoxypyrrole-3-carboxylic acid). Procedure details: Sodium hydroxide (50% 2.75 g, 0.0343 mol) in water is added to a stirred solution of ethyl 5-(p-chlorophenyl)-1-methoxypyrrole-2-carboxylate (8.0 g, 0.0286 mol) in ethanol. The reaction mixture is heated at reflex temperature for 2 hours, cooled to room temperature, diluted with water and extracted with ether. The aqueous layer is acidified with 10% hydrochloric acid and extracted with ether. The combined ether extracts are washed sequentially with water and brine, dried over anhydrous sodium su... The yield is 97.0%. Run in O (water), O (water). The reactants are COc1ccc2c(c1)c1c3c(c(-c4ccccc4Cl)cc1n2CCCO[Si](C)(C)C(C)(C)C)C(=O)NC3=O, C1CCOC1, CO, Cl. Yields the product COc1ccc2c(c1)c1c3c(c(-c4ccccc4Cl)cc1n2CCCO)C(=O)NC3=O. Reaction SMILES: [C:2]([Si:3]([CH3:4])([CH3:5])[O:7][CH2:8][CH2:9][CH2:10][n:11]1[c:12]2[cH:13][cH:14][c:15]([O:36][CH3:37])[cH:16][c:17]2[c:18]2[c:19]3[c:20]([c:21](-[c:24]4[c:25]([Cl:30])[cH:26][cH:27][cH:28][cH:29]4)[cH:22][c:23]12)[C:31](=[O:35])[NH:32][C:33]3=[O:34])([CH3:6])([CH3:38])[CH3:39].[CH2:40]1[O:41][CH2:42][CH2:43][CH2:44]1.[CH3:45][OH:46].[ClH:1]>>[OH:7][CH2:8][CH2:9][CH2:10][n:11]1[c:12]2[cH:13][cH:14][c:15]([O:36][CH3:37])[cH:16][c:17]2[c:18]2[c:19]3[c:20]([c:21](-[c:24]4[c:25]([Cl:30])[cH:26][cH:27][cH:28][cH:29]4)[cH:22][c:23]12)[C:31](=[O:35])[NH:32][C:33]3=[O:34]. The reactants are O=C1NCCc2[nH]c3ccccc3c21, CCOC(C)=O, ClCOCc1ccccc1, [H-], [Na+], CN(C)C=O, O. Yields the product O=C1NCCc2c1c1ccccc1n2COCc1ccccc1. RXN SMILES: [C:1]1(=[O:14])[NH:2][CH2:3][CH2:4][c:5]2[nH:6][c:7]3[cH:8][cH:9][cH:10][cH:11][c:12]3[c:13]21.[CH3:33][CH2:34][O:35][C:36](=[O:37])[CH3:38].[Cl:17][CH2:18][O:19][CH2:20][c:21]1[cH:22][cH:23][cH:24][cH:25][cH:26]1.[H-:15].[Na+:16].[O:28]=[CH:29][N:30]([CH3:31])[CH3:32].[OH2:27]>>[C:1]1(=[O:14])[NH:2][CH2:3][CH2:4][c:5]2[n:6]([CH2:18][O:19][CH2:20][c:21]3[cH:22][cH:23][cH:24][cH:25][cH:26]3)[c:7]3[cH:8][cH:9][cH:10][cH:11][c:12]3[c:13]21. The reactants are C1(CCCCC1)C=O (cyclohexanecarbaldehyde), COC(C(C=C)O)=O (2-hydroxy-3-butenoic acid methyl ester), O.C1(=CC=C(C=C1)S(=O)(=O)O)C (para-toluenesulfonic acid monohydrate). The solvent is C1(=CC=CC=C1)C (toluene). Yields the product COC(C=CCC1(CCCCC1)C=O)=O (4-(1-formyl-cyclohexyl)-but-2-enoic acid methyl ester). As a reaction SMILES: [CH:1]1([CH:7]=[O:8])[CH2:6][CH2:5][CH2:4][CH2:3][CH2:2]1.[CH3:9][O:10][C:11](=[O:16])[CH:12](O)[CH:13]=[CH2:14].O.C1(C)C=CC(S(O)(=O)=O)=CC=1>C1(C)C=CC=CC=1>[CH3:9][O:10][C:11](=[O:16])[CH:12]=[CH:13][CH2:14][C:1]1([CH:7]=[O:8])[CH2:6][CH2:5][CH2:4][CH2:3][CH2:2]1 |f:2.3|. Procedure: To a solution of cyclohexanecarbaldehyde (6.3 mL) and 2-hydroxy-3-butenoic acid methyl ester (5 mL) in toluene (40 mL) was added para-toluenesulfonic acid monohydrate (20 mg), and the reaction mixture was heated under reflux by using a Dean-Stark apparatus for 16.5 hours. After cooling down to room temperature, the reaction mixture was concentrated in vacuo. The residue was purified by column chromatography on silica gel (hexane:ethyl acetate (volume ratio)=50:1 to 10:1) to give 4-(1-formyl-cycl... Reactants: CNC[C@@H](C=1C=CC(=C(C1)O)O)O (Epinephrine), O.ON1N=NC2=C1C=CC=C2 (1-hydroxylbenzotriazole hydrate), Cl.CN(CCCN=C=NCC)C (1-(3-dimethylaminopropyl)-3-ethyl carbodiimide HCl), COC=1C=C2C=CC(=CC2=CC1)C(C(=O)O)C (6-methoxy-α-methyl-2-naphthaleneacetic acid). Solvent: C(C)#N (acetonitrile), C(C)#N (acetonitrile). Run at time 10 minute. Yields the product OC=1C=C(C=CC1O)C(CN(C(C(C)C1=CC2=CC=C(C=C2C=C1)OC)=O)C)O (N-(2(3,4-dihydroxyphenyl)-2-hydroxyethyl)-N-methyl-2-(6-methoxy-2-naphthyl)propionamide). RXN SMILES: [CH3:1][NH:2][CH2:3][C@H:4]([OH:13])[C:5]1[CH:6]=[CH:7][C:8]([OH:12])=[C:9]([OH:11])[CH:10]=1.O.ON1C2C=CC=CC=2N=N1.Cl.CN(C)CCCN=C=NCC.[CH3:37][O:38][C:39]1[CH:40]=[C:41]2[C:46](=[CH:47][CH:48]=1)[CH:45]=[C:44]([CH:49]([CH3:53])[C:50]([OH:52])=O)[CH:43]=[CH:42]2>C(#N)C>[OH:11][C:9]1[CH:10]=[C:5]([CH:4]([OH:13])[CH2:3][N:2]([CH3:1])[C:50](=[O:52])[CH:49]([C:44]2[CH:43]=[CH:42][C:41]3[C:46](=[CH:47][CH:48]=[C:39]([O:38][CH3:37])[CH:40]=3)[CH:45]=2)[CH3:53])[CH:6]=[CH:7][C:8]=1[OH:12] |f:1.2,3.4|. Procedure: Epinephrine (Aldrich, 3.18 grams [g], 17.3 millimoles [mmol]), 1-hydroxylbenzotriazole hydrate (Aldrich, 1.76 g, 12.9 mmol) and 1-(3-dimethylaminopropyl)-3-ethyl carbodiimide HCl (Aldrich, 2.49 g, 12.9 mmol) were added to acetonitrile (200 milliliters [ml]). After stirring for 10 minutes, a solution of 6-methoxy-α-methyl-2-naphthaleneacetic acid (Aldrich, 2.0 g, 8.66 mmol), in 50 ml of acetonitrile, was added dropwise. After stirring for 16 hours, the reaction mixture was concentrated in vacuo (... Starting materials: compound, O (water), C(C)(=O)O (acetic acid), C(C)#N (acetonitrile). Solvent: C(C)(=O)OCC (ethyl acetate). The product is O=CC[C@@](C)(OC)[C@@H](O)[C@@H](O)C (cladinose). Reaction SMILES: [OH2:1].[C:2]([OH:5])(=O)[CH3:3].[C:6](#N)[CH3:7]>C(OCC)(=O)C>[O:1]=[CH:7][CH2:6][C@:7]([C@H:6]([C@H:2]([CH3:3])[OH:5])[OH:1])([O:5][CH3:2])[CH3:3]. Procedure details: A sample of the compound from Step 2b (330 mg) was stirred in a solution of water (0.5 mL) and acetic acid (0.25 mL) in acetonitrile (2 mL) for 2 hours. The mixture was diluted with ethyl acetate and washed with saturated aqueous sodium bicarbonate solution. The organic phase was washed with water and brine, dried over MgSO4, and concentrated in vacuo. The residue was re-treated with the same procedure (4 hours) to hydrolyse remaining protecting groups. The product was re-isolated as described, ... The reactants are Cc1cc(-c2ccc(C(F)(F)F)cc2)nc(-n2cnc(Br)c2)n1, CC1(C)OB(c2cnc(N)nc2)OC1(C)C. Product: Cc1cc(-c2ccc(C(F)(F)F)cc2)nc(-n2cnc(-c3cnc(N)nc3)c2)n1. Reaction SMILES: [Br:1][c:2]1[n:3][cH:4][n:5](-[c:7]2[n:8][c:9](-[c:14]3[cH:15][cH:16][c:17]([C:20]([F:21])([F:22])[F:23])[cH:18][cH:19]3)[cH:10][c:11]([CH3:13])[n:12]2)[cH:6]1.[NH2:24][c:25]1[n:26][cH:27][c:28]([B:31]2[O:32][C:33]([CH3:34])([CH3:35])[C:36]([CH3:37])([CH3:38])[O:39]2)[cH:29][n:30]1>>[c:2]1(-[c:28]2[cH:27][n:26][c:25]([NH2:24])[n:30][cH:29]2)[n:3][cH:4][n:5](-[c:7]2[n:8][c:9](-[c:14]3[cH:15][cH:16][c:17]([C:20]([F:21])([F:22])[F:23])[cH:18][cH:19]3)[cH:10][c:11]([CH3:13])[n:12]2)[cH:6]1. Reactants: [Li]CCCC, CC1(C)OCCC2CC(=O)N21, C[Si](C)(C)Cl, CCCCCC, CC(C)NC(C)C, C1CCOC1, Cc1ccc(S(=O)(=O)N=[N+]=[N-])cc1. The product is CC1(C)OCCC2C(N=[N+]=[N-])C(=O)N21. Reaction SMILES: [CH2:1]([Li:2])[CH2:3][CH2:4][CH3:5].[CH3:13][C:14]1([CH3:23])[N:15]2[C:16](=[O:22])[CH2:17][CH:18]2[CH2:19][CH2:20][O:21]1.[CH3:37][Si:38]([Cl:39])([CH3:40])[CH3:41].[CH3:42][CH2:43][CH2:44][CH2:45][CH2:46][CH3:47].[CH:6]([NH:7][CH:8]([CH3:9])[CH3:10])([CH3:11])[CH3:12].[O:48]1[CH2:49][CH2:50][CH2:51][CH2:52]1.[c:24]1([CH3:25])[cH:26][cH:27][c:28]([S:29](=[O:30])(=[O:31])[N:33]=[N+:34]=[N-:35])[cH:32][cH:36]1>>[CH3:13][C:14]1([CH3:23])[N:15]2[C:16](=[O:22])[CH:17]([N:33]=[N+:34]=[N-:35])[CH:18]2[CH2:19][CH2:20][O:21]1.